Dataset: the Open Reaction Database (ORD), a public repository of structured organic reaction records. Task: describe an organic reaction: reactants, conditions, products, and yield Reactants: ClC1=NC=NC(=C1[N+](=O)[O-])Cl (4,6-dichloro-5-nitropyrimidine), C(C1=CC=CC=C1)OCCNCC1=CC=CC=C1 (N-(2-(benzyloxy)ethyl)benzylamine), [OH-].[Na+] (NaOH), C(C)C=1NC=C(N1)C (2ethyl-4-methylimidazole), [Cl-] (chloride), C(=O)(N1C=NC=C1)N1C=NC=C1 (carbonyldiimidazole), CO (methanol). The reagents and catalysts are [Pd] (palladium on carbon). The product is C(C)C1=NC(=C2C(NC=3C(=NC=NC3N21)NCCO)=O)C (9-Ethyl-4-[(2-hydroxyethyl)amino]-7-methylimidazo[5,1 -h]pteridin-6(5H)-one). As a reaction SMILES: Cl[C:2]1[C:7]([N+:8]([O-])=O)=[C:6](Cl)[N:5]=[CH:4][N:3]=1.C([O:19][CH2:20][CH2:21][NH:22]CC1C=CC=CC=1)C1C=CC=CC=1.[CH2:30]([C:32]1[NH:33][CH:34]=[C:35]([CH3:37])[N:36]=1)[CH3:31].[Cl-].[C:39](N1C=CN=C1)(N1C=CN=C1)=[O:40].CO.[OH-].[Na+]>[Pd]>[CH2:30]([C:32]1[N:33]2[C:34]([C:39](=[O:40])[NH:8][C:7]3[C:2]([NH:22][CH2:21][CH2:20][OH:19])=[N:3][CH:4]=[N:5][C:6]=32)=[C:35]([CH3:37])[N:36]=1)[CH3:31] |f:6.7|. Reported procedure: Prepared by treatment of 4,6-dichloro-5-nitropyrimidine with N-(2-(benzyloxy)ethyl)benzylamine, followed by reaction with 2ethyl-4-methylimidazole, reduction with fin (II) chloride, cyclization with carbonyldiimidazole, and hydrogenation with palladium on carbon in methanol containing 1.1 eq. NaOH at 50 psi and 50° C. for 24 h. The reactants are COC(=O)[C@@H]1CC[C@H](CC1)CCCC1=NC=C(C=C1)[C@H]1N(CCC1)C ((S)-trans-4-[3-(5-(1-Methyl-2-pyrrolidinyl)-2-pyridinyl)propyl]cyclohexanecarboxylic Acid Methyl Ester), [OH-].[K+] (KOH), CC(=O)O (HOAc). Solvent: CO (MeOH). Yields the product CN1[C@@H](CCC1)C=1C=CC(=NC1)CCC[C@@H]1CC[C@H](CC1)C(=O)O ((S)-trans-4-[3-(5-(1-Methyl-2-pyrrolidinyl)-2-pyridinyl)propyl]cyclohexanecarboxylic Acid). Yield: 77.7%. RXN SMILES: C[O:2][C:3]([C@H:5]1[CH2:10][CH2:9][C@H:8]([CH2:11][CH2:12][CH2:13][C:14]2[CH:19]=[CH:18][C:17]([C@@H:20]3[CH2:24][CH2:23][CH2:22][N:21]3[CH3:25])=[CH:16][N:15]=2)[CH2:7][CH2:6]1)=[O:4].[OH-].[K+].CC(O)=O>CO>[CH3:25][N:21]1[CH2:22][CH2:23][CH2:24][C@H:20]1[C:17]1[CH:18]=[CH:19][C:14]([CH2:13][CH2:12][CH2:11][C@H:8]2[CH2:7][CH2:6][C@H:5]([C:3]([OH:4])=[O:2])[CH2:10][CH2:9]2)=[N:15][CH:16]=1 |f:1.2|. Procedure: A mixture of 6 (0.11 g, 0.3 mmol) and KOH (0.025 g, 0.45 mmol) in 50% aqueous MeOH (10 mL) was heated under reflux for 30 min. The reaction mixture was acidified with HOAc to pH 8 and the solvents were evaporated in vacuo. The crude product was purified by column chromatography (silica gel, CHCl3/MeOH, gradient of MeOH 10% to 50%) to afford 0.077 g (74%) of 7. Starting materials: CCO, CCOC(=O)C=Cc1cc(F)c(O)c(F)c1, [H][H]. The product is CCOC(=O)CCc1cc(F)c(O)c(F)c1. As a reaction SMILES: [CH3:19][CH2:20][OH:21].[F:1][c:2]1[cH:3][c:4]([CH:10]=[CH:11][C:12](=[O:13])[O:14][CH2:15][CH3:16])[cH:5][c:6]([F:9])[c:7]1[OH:8].[H:17][H:18]>>[F:1][c:2]1[cH:3][c:4]([CH2:10][CH2:11][C:12](=[O:13])[O:14][CH2:15][CH3:16])[cH:5][c:6]([F:9])[c:7]1[OH:8].